This data is from the Open Reaction Database (ORD), a public repository of structured organic reaction records. The task is: describe an organic reaction: reactants, conditions, products, and yield Reactants: ClCCl, CC1(C)CCC=C1c1cc(CO)ccc1-c1cc(C(F)F)ccc1F, CN(C)C=O, O=S(Cl)Cl. The product is CC1(C)CCC=C1c1cc(CCl)ccc1-c1cc(C(F)F)ccc1F. As a reaction SMILES: [Cl:30][CH2:31][Cl:32].[F:1][CH:2]([c:3]1[cH:4][cH:5][c:6]([F:24])[c:7](-[c:9]2[c:10]([C:17]3=[CH:18][CH2:19][CH2:20][C:21]3([CH3:22])[CH3:23])[cH:11][c:12]([CH2:15][OH:16])[cH:13][cH:14]2)[cH:8]1)[F:25].[O:33]=[CH:34][N:35]([CH3:36])[CH3:37].[S:26]([Cl:27])([Cl:28])=[O:29]>>[F:1][CH:2]([c:3]1[cH:4][cH:5][c:6]([F:24])[c:7](-[c:9]2[c:10]([C:17]3=[CH:18][CH2:19][CH2:20][C:21]3([CH3:22])[CH3:23])[cH:11][c:12]([CH2:15][Cl:28])[cH:13][cH:14]2)[cH:8]1)[F:25]. Starting materials: CN1C(CCC1)=O (N-methylpyrrolidone), NC1=NC(=C(C=C1F)Cl)F (2-amino-5-chloro-3,6-difluoropyridine), COC1=CC=C(CN)C=C1 (p-methoxybenzylamine), C1=CC=CC=C1 (benzene). Solvent: CCCCCC (n-hexane). Conditions: temperature 150 celsius, time 1 day. Yields the product NC1=NC(=C(C=C1F)Cl)NCC1=CC=C(C=C1)OC (2-amino-5-chloro-3-fluoro-6-(p-methoxybenzylamino)pyridine). Isolated yield 109.9%. Reaction SMILES: CN1CCCC1=O.[NH2:8][C:9]1[C:14]([F:15])=[CH:13][C:12]([Cl:16])=[C:11](F)[N:10]=1.[CH3:18][O:19][C:20]1[CH:27]=[CH:26][C:23]([CH2:24][NH2:25])=[CH:22][CH:21]=1.C1C=CC=CC=1>CCCCCC>[NH2:8][C:9]1[C:14]([F:15])=[CH:13][C:12]([Cl:16])=[C:11]([NH:25][CH2:24][C:23]2[CH:26]=[CH:27][C:20]([O:19][CH3:18])=[CH:21][CH:22]=2)[N:10]=1. Reported procedure: To 2 ml of N-methylpyrrolidone was added 510 mg of 2-amino-5-chloro-3,6-difluoropyridine and 910 mg of p-methoxybenzylamine, and the mixture was stirred at 150° C. for one day, and allowed to cool. After adding a mixed solution of 60 ml benzene and n-hexane (1:1, v/v), the solution was washed twice with 400 ml of distilled water. The organic layer was dried over anhydrous magnesium sulfate, and concentrated under reduced pressure to obtain 960 mg of the title compound as a brown crude oil. The reactants are OC1(CCN(CC1)C(=O)OC(C)(C)C)C[N+](=O)[O-] (tert-butyl 4-hydroxy-4-(nitromethyl)piperidine-1-carboxylate). The reagents and catalysts are [OH-].[OH-].[Pd+2] (palladium hydroxide on carbon), [OH-].[OH-].[Pd+2] (palladium hydroxide on carbon). Run in C(C)O (ethanol). Reaction conditions: time 3 day. Product: NCC1(CCN(CC1)C(=O)OC(C)(C)C)O (tert-butyl 4-(aminomethyl)-4-hydroxypiperidine-1-carboxylate). RXN SMILES: [OH:1][C:2]1([CH2:15][N+:16]([O-])=O)[CH2:7][CH2:6][N:5]([C:8]([O:10][C:11]([CH3:14])([CH3:13])[CH3:12])=[O:9])[CH2:4][CH2:3]1>C(O)C.[OH-].[OH-].[Pd+2]>[NH2:16][CH2:15][C:2]1([OH:1])[CH2:3][CH2:4][N:5]([C:8]([O:10][C:11]([CH3:13])([CH3:12])[CH3:14])=[O:9])[CH2:6][CH2:7]1 |f:2.3.4|. Reported procedure: A mixture of tert-butyl 4-hydroxy-4-(nitromethyl)piperidine-1-carboxylate (20.42 g, 78.4 mmol) and 20% palladium hydroxide on carbon (1.21 g) in ethanol (250 mL) was hydrogenated at 40 psi (2.8×105 Pa) for 3 d on a Parr apparatus. More 20% palladium hydroxide on carbon (1.0 g) was added and the hydrogenation was continued for 2 more days. The mixture was filtered through CELITE filter agent and the filtrate was concentrated to provide tert-butyl 4-(aminomethyl)-4-hydroxypiperidine-1-carboxylate,... Starting materials: COC([C@H](CC(C)C)N1C(C=C(C1)OC1=CC=CC=2CCCCC12)=O)=O ((S)-4-methyl-2-[2-oxo-4-(5,6,7,8-tetrahydro-naphthalen-1-yloxy)-2,5-dihydro-pyrrol-1-yl]-pentanoic acid methyl ester), O.[OH-].[Li+] (lithium hydroxide monohydrate). Solvent: O1CCCC1 (tetrahydrofuran), O (water). Reaction conditions: temperature 25 celsius, time 3 hour. The product is CC(C[C@@H](C(=O)O)N1C(C=C(C1)OC1=CC=CC=2CCCCC12)=O)C ((S)-4-methyl-2-[2-oxo-4-(5,6,7,8-tetrahydro-naphthalen-1-yloxy)-2,5-dihydro-pyrrol-1-yl]-pentanoic acid). Yield: 68.3%. RXN SMILES: C[O:2][C:3](=[O:26])[C@@H:4]([N:9]1[CH2:13][C:12]([O:14][C:15]2[C:24]3[CH2:23][CH2:22][CH2:21][CH2:20][C:19]=3[CH:18]=[CH:17][CH:16]=2)=[CH:11][C:10]1=[O:25])[CH2:5][CH:6]([CH3:8])[CH3:7].O.[OH-].[Li+]>O1CCCC1.O>[CH3:7][CH:6]([CH3:8])[CH2:5][C@H:4]([N:9]1[CH2:13][C:12]([O:14][C:15]2[C:24]3[CH2:23][CH2:22][CH2:21][CH2:20][C:19]=3[CH:18]=[CH:17][CH:16]=2)=[CH:11][C:10]1=[O:25])[C:3]([OH:26])=[O:2] |f:1.2.3|. Procedure details: A mixture of (S)-4-methyl-2-[2-oxo-4-(5,6,7,8-tetrahydro-naphthalen-1-yloxy)-2,5-dihydro-pyrrol-1-yl]-pentanoic acid methyl ester (94 mg, 0.26 mmol) in tetrahydrofuran (1.5 mL) and water (0.5 mL) was treated with lithium hydroxide monohydrate (14 mg, 0.33 mmol). The reaction was stirred at 25° C. for 3 h. At this time, the reaction was concentrated in vacuo. The residue was diluted with water (25 mL) and was extracted with diethyl ether (1×25 mL). The aqueous layer was then acidified with a 1N a... Starting materials: C[Si](C)(C)N=C=O, ClCCl, CC(=NOCCN)c1cnc2nnn(Cc3ccc4ncccc4c3)c2n1. Product: CC(=NOCCNC(N)=O)c1cnc2nnn(Cc3ccc4ncccc4c3)c2n1. RXN SMILES: [CH3:28][Si:29]([CH3:30])([CH3:31])[N:32]=[C:33]=[O:34].[Cl:35][CH2:36][Cl:37].[NH2:1][CH2:2][CH2:3][O:4][N:5]=[C:6]([CH3:7])[c:8]1[cH:9][n:10][c:11]2[c:12]([n:13]1)[n:14]([CH2:17][c:18]1[cH:19][c:20]3[cH:21][cH:22][cH:23][n:24][c:25]3[cH:26][cH:27]1)[n:15][n:16]2>>[NH:1]([CH2:2][CH2:3][O:4][N:5]=[C:6]([CH3:7])[c:8]1[cH:9][n:10][c:11]2[c:12]([n:13]1)[n:14]([CH2:17][c:18]1[cH:19][c:20]3[cH:21][cH:22][cH:23][n:24][c:25]3[cH:26][cH:27]1)[n:15][n:16]2)[C:33]([NH2:32])=[O:34]. The reactants are C(C)(C)(C)OC(=O)NC1=CC=CC2=C1C(=C(O2)C(=O)NC2=NC=C(C=C2)Cl)NC(=O)[C@@H]2CC[C@H](CC2)N2C(CCC2)=O (Trans-4-t-butoxycarbonylamino-3-[4-(2-oxopyrrolidin-1-yl)cyclohexylcarbonylamino]-N-(5-chloropyridin-2-yl)benzofuran-2-carboxamide). RXN SMILES: C(OC([NH:8][C:9]1[C:14]2[C:15]([NH:28][C:29]([C@H:31]3[CH2:36][CH2:35][C@H:34]([N:37]4[CH2:41][CH2:40][CH2:39][C:38]4=[O:42])[CH2:33][CH2:32]3)=[O:30])=[C:16]([C:18]([NH:20][C:21]3[CH:26]=[CH:25][C:24]([Cl:27])=[CH:23][N:22]=3)=[O:19])[O:17][C:13]=2[CH:12]=[CH:11][CH:10]=1)=O)(C)(C)C>FC(F)(F)C(O)=O>[NH2:8][C:9]1[C:14]2[C:15]([NH:28][C:29]([C@H:31]3[CH2:32][CH2:33][C@H:34]([N:37]4[CH2:41][CH2:40][CH2:39][C:38]4=[O:42])[CH2:35][CH2:36]3)=[O:30])=[C:16]([C:18]([NH:20][C:21]3[CH:26]=[CH:25][C:24]([Cl:27])=[CH:23][N:22]=3)=[O:19])[O:17][C:13]=2[CH:12]=[CH:11][CH:10]=1. Yield: 95.0%. Product: NC1=CC=CC2=C1C(=C(O2)C(=O)NC2=NC=C(C=C2)Cl)NC(=O)[C@@H]2CC[C@H](CC2)N2C(CCC2)=O (Trans-4-amino-3-[4-(2-oxopyrrolidin-1-yl)-cyclohexylcarbonylamino]-N-(5-chloropyridin-2-yl)benzofuran-2-carboxamide). Solvent: FC(C(=O)O)(F)F (trifluoroacetic acid). Conditions: time 2 hour. Reported procedure: Trans-4-t-butoxycarbonylamino-3-[4-(2-oxopyrrolidin-1-yl)cyclohexylcarbonylamino]-N-(5-chloropyridin-2-yl)benzofuran-2-carboxamide (108 mg) obtained in Example 425 is dissolved in trifluoroacetic acid (2 ml), and the mixture is stirred at room temperature for 2 hours. The reaction solution is concentrated under reduced pressure, and the resulting residue is neutralized with a saturated aqueous sodium hydrogen carbonate solution, and extracted with chloroform. The organic layer is dried over sodi... The reactants are BrC1=C(C(=O)N(CC=2N(C3=CC=CC=C3C2)C)C)C=CC=C1 (2-bromo-N-methyl-N-[(1-methyl-1H-indol-2-yl)methyl]benzamide), N1=CC=C(C=C1)B(O)O (pyridine-4-boronic acid), C(=O)([O-])[O-].[Cs+].[Cs+] (Cs2CO3). The reagents and catalysts are C=1C=CC(=CC1)[P](C=2C=CC=CC2)(C=3C=CC=CC3)[Pd]([P](C=4C=CC=CC4)(C=5C=CC=CC5)C=6C=CC=CC6)([P](C=7C=CC=CC7)(C=8C=CC=CC8)C=9C=CC=CC9)[P](C=1C=CC=CC1)(C=1C=CC=CC1)C=1C=CC=CC1 (tetrakis(triphenylphosphine)palladium(0)). Solvent: COCCOC.O (DME H2O). Yields the product CN(C(C1=C(C=CC=C1)C1=CC=NC=C1)=O)CC=1N(C2=CC=CC=C2C1)C (N-methyl-N-[(1-methyl-1H-indol-2-yl)methyl]-2-(pyridin-4-yl)benzamide). Yield: 32.8%. As a reaction SMILES: Br[C:2]1[CH:22]=[CH:21][CH:20]=[CH:19][C:3]=1[C:4]([N:6]([CH3:18])[CH2:7][C:8]1[N:9]([CH3:17])[C:10]2[C:15]([CH:16]=1)=[CH:14][CH:13]=[CH:12][CH:11]=2)=[O:5].[N:23]1[CH:28]=[CH:27][C:26](B(O)O)=[CH:25][CH:24]=1.C([O-])([O-])=O.[Cs+].[Cs+]>C1C=CC([P]([Pd]([P](C2C=CC=CC=2)(C2C=CC=CC=2)C2C=CC=CC=2)([P](C2C=CC=CC=2)(C2C=CC=CC=2)C2C=CC=CC=2)[P](C2C=CC=CC=2)(C2C=CC=CC=2)C2C=CC=CC=2)(C2C=CC=CC=2)C2C=CC=CC=2)=CC=1.COCCOC.O>[CH3:18][N:6]([CH2:7][C:8]1[N:9]([CH3:17])[C:10]2[C:15]([CH:16]=1)=[CH:14][CH:13]=[CH:12][CH:11]=2)[C:4](=[O:5])[C:3]1[CH:19]=[CH:20][CH:21]=[CH:22][C:2]=1[C:26]1[CH:27]=[CH:28][N:23]=[CH:24][CH:25]=1 |f:2.3.4,6.7,^1:41,43,62,81|. Procedure details: A solution of 2-bromo-N-methyl-N-[(1-methyl-1H-indol-2-yl)methyl]benzamide (0.30 g, 0.84 mmole), pyridine-4-boronic acid (0.20 g, 1.63 mmole), tetrakis(triphenylphosphine)palladium(0) (29 mg, 0.025 mmole), and Cs2CO3 (1.10 g, 3.38 mmole) in 10:1 DME/H2O (25 mL) was degassed, then was heated under N2 overnight. The resulting mixture was concentrated in vacuo, and the residue was taken up in 10% NaOH solution. The mixture was extracted with CH2Cl2, and the combined organic extracts were washed wit... Yield: 99.9%. Yields the product COC1=C(C=CC=C1SC1=C(C=CC=C1)Cl)CC#N (2-[2-methoxy-3-(2-chlorophenylthio)phenyl]acetonitrile). RXN SMILES: [CH3:1][O:2][C:3]1[C:8]([CH2:9]Cl)=[CH:7][CH:6]=[CH:5][C:4]=1[S:11][C:12]1[CH:17]=[CH:16][CH:15]=[CH:14][C:13]=1[Cl:18].[I-].[Na+].[C-:21]#[N:22].[K+]>CS(C)=O>[CH3:1][O:2][C:3]1[C:4]([S:11][C:12]2[CH:17]=[CH:16][CH:15]=[CH:14][C:13]=2[Cl:18])=[CH:5][CH:6]=[CH:7][C:8]=1[CH2:9][C:21]#[N:22] |f:1.2,3.4|. Run in CS(=O)C (dimethyl sulfoxide). Reactants: ice water, COC1=C(C=CC=C1CCl)SC1=C(C=CC=C1)Cl (2-chlorophenyl 2-methoxy-3-chloromethylphenyl thioether), [I-].[Na+] (sodium iodide), [C-]#N.[K+] (potassium cyanide). Procedure details: A mixture of 2-chlorophenyl 2-methoxy-3-chloromethylphenyl thioether (9.2 g) and sodium iodide (4.8 g) in dimethyl sulfoxide (50 ml) was stirred at room temperature. To the mixture was added powdered potassium cyanide (2.1 g) all at once, and the mixture was stirred at 70° C. for 3 hours. The reaction mixture was poured into ice-water and extracted with diethyl ether. The extract was washed with water, dried and then evaporated to give oily 2-[2-methoxy-3-(2-chlorophenylthio)phenyl]acetonitrile ... Reaction SMILES: [CH3:21][O:22][c:23]1[cH:24][c:25]([CH2:26][Br:27])[cH:28][cH:29][cH:30]1.[CH:1]([CH3:2])([CH3:3])[c:4]1[c:5](=[O:20])[nH:6][c:7](=[O:19])[nH:8][c:9]1[O:10][c:11]1[cH:12][c:13]([CH3:18])[cH:14][c:15]([CH3:17])[cH:16]1>>[CH:1]([CH3:2])([CH3:3])[c:4]1[c:5](=[O:20])[nH:6][c:7](=[O:19])[n:8]([CH2:26][c:25]2[cH:24][c:23]([O:22][CH3:21])[cH:30][cH:29][cH:28]2)[c:9]1[O:10][c:11]1[cH:12][c:13]([CH3:18])[cH:14][c:15]([CH3:17])[cH:16]1. The product is COc1cccc(Cn2c(Oc3cc(C)cc(C)c3)c(C(C)C)c(=O)[nH]c2=O)c1. The reactants are COc1cccc(CBr)c1, Cc1cc(C)cc(Oc2[nH]c(=O)[nH]c(=O)c2C(C)C)c1.